From a dataset of the Open Reaction Database (ORD), a public repository of structured organic reaction records. describe an organic reaction: reactants, conditions, products, and yield Procedure details: Homopiperazine (15.58 g) is dissolved in 100 ml of acetonitrile. Potassium carbonate (8.7 g) is added and then the 2-chloro-3-nitropyridine (5.0 g) dissolved in 25 ml of acetonitrile is added dropwise. The reaction is stirred at 20°-25° 4 hr, then diluted with methylene chloride, washed with water (2 x), saline, dried over anhydrous sodium sulfate and concentrated under reduced pressure to give the title compound, NMR (300 MHz, CDCl3) 8.30, 8.08, 6.66, 3.60, 3.41, 3.10, 2.89 and 1.93 δ. Reaction conditions: time 4 hour. RXN SMILES: [NH:1]1[CH2:7][CH2:6][CH2:5][NH:4][CH2:3][CH2:2]1.C(=O)([O-])[O-].[K+].[K+].Cl[C:15]1[C:20]([N+:21]([O-:23])=[O:22])=[CH:19][CH:18]=[CH:17][N:16]=1>C(#N)C.C(Cl)Cl>[N+:21]([C:20]1[C:15]([N:1]2[CH:7]=[CH:6][CH:5]=[N:4][CH:3]=[CH:2]2)=[N:16][CH:17]=[CH:18][CH:19]=1)([O-:23])=[O:22] |f:1.2.3|. Yields the product [N+](=O)([O-])C=1C(=NC=CC1)N1C=CN=CC=C1 (1-(3-Nitro-2-pyridinyl)-1,4-diazepine). Solvent: C(C)#N (acetonitrile), C(C)#N (acetonitrile), C(Cl)Cl (methylene chloride). The reactants are ClC1=NC=CC=C1[N+](=O)[O-] (2-chloro-3-nitropyridine), C([O-])([O-])=O.[K+].[K+] (Potassium carbonate), N1CCNCCC1 (Homopiperazine).